From a dataset of the Open Reaction Database (ORD), a public repository of structured organic reaction records. describe an organic reaction: reactants, conditions, products, and yield The reactants are C(C)(C)(C)OC(=O)N1CC(C1)OC1=C(C=CC(=C1)Cl)OCCC1=CC(=CC=C1)Cl (3-[5-Chloro-2-[2-(3-chloro-phenyl)-ethoxy]-phenoxy]-azetidine-1-carboxylic acid tert-butyl ester), C(C)(C)(C)OC(=O)N1CC(C1)OC1=C(C=CC(=C1)Cl)O (3-(5-chloro-2-hydroxy-phenoxy)-azetidine-1-carboxylic acid tert-butyl ester), [H-].[Na+] (NaH). Run in CN(C)C=O (DMF). Reaction conditions: time 5 minute. Product: ClC=1C=CC(=C(OC2CNC2)C1)OCCC1=CC(=CC=C1)Cl (3-[5-Chloro-2-[2-(3-chloro-phenyl)-ethoxy]-phenoxy]-azetidine). As a reaction SMILES: C(OC([N:8]1[CH2:11][CH:10]([O:12][C:13]2[CH:18]=[C:17]([Cl:19])[CH:16]=[CH:15][C:14]=2[O:20][CH2:21][CH2:22][C:23]2[CH:28]=[CH:27][CH:26]=[C:25]([Cl:29])[CH:24]=2)[CH2:9]1)=O)(C)(C)C.C(OC(N1CC(OC2C=C(Cl)C=CC=2O)C1)=O)(C)(C)C.[H-].[Na+]>CN(C=O)C>[Cl:19][C:17]1[CH:16]=[CH:15][C:14]([O:20][CH2:21][CH2:22][C:23]2[CH:28]=[CH:27][CH:26]=[C:25]([Cl:29])[CH:24]=2)=[C:13]([CH:18]=1)[O:12][CH:10]1[CH2:9][NH:8][CH2:11]1 |f:2.3|. Procedure: Preparation of 3-[5-Chloro-2-[2-(3-chloro-phenyl)-ethoxy]-phenoxy]-azetidine-1-carboxylic acid tert-butyl ester. To a solution of 3-(5-chloro-2-hydroxy-phenoxy)-azetidine-1-carboxylic acid tert-butyl ester (60 mg, 0.20 mmol) in DMF (2 mL) was added NaH (10 mg, 0.24 mmol). After 5 min, the title compound of Step A (56 mg, 0.24 mmol) was added and the resulting mixture was heated at 65° C. for 18 h. The reaction was diluted with H2O and extracted EtOAc (3×). The organics were dried and purified by... Reaction SMILES: [CH3:1][O:2][C:3]1[CH:4]=[CH:5][C:6]2[NH:12][C:11](=[O:13])[N:10]([CH:14]3[CH2:19][CH2:18][N:17]([C:20]4[N:25]=[CH:24][N:23]=[C:22]([C:26](O)=[O:27])[N:21]=4)[CH2:16][CH2:15]3)[CH2:9][CH2:8][C:7]=2[CH:29]=1.Cl.Cl.[CH3:32][C:33]1([CH3:42])[CH2:38][NH:37][CH2:36][C:35]2[CH:39]=[N:40][NH:41][C:34]1=2.CN(C(ON1N=NC2C=CC=CC1=2)=[N+](C)C)C.[B-](F)(F)(F)F>CN(C=O)C>[CH3:32][C:33]1([CH3:42])[CH2:38][N:37]([C:26]([C:22]2[N:23]=[CH:24][N:25]=[C:20]([N:17]3[CH2:18][CH2:19][CH:14]([N:10]4[CH2:9][CH2:8][C:7]5[CH:29]=[C:3]([O:2][CH3:1])[CH:4]=[CH:5][C:6]=5[NH:12][C:11]4=[O:13])[CH2:15][CH2:16]3)[N:21]=2)=[O:27])[CH2:36][C:35]2[CH:39]=[N:40][NH:41][C:34]1=2 |f:1.2.3,4.5|. Reported procedure: 0.11 g (0.26 mmol) 4-[4-(7-methoxy-2-oxo-1,2,4,5-tetrahydro-1,3-benzodiazepin-3-yl)-piperidin-1-yl]-[1,3,5]triazine-2-carboxylic acid, 59 mg (0.26 mmol) 7,7-dimethyl-4,5,6,7-tetrahydro-1H-pyrazolo[4,3-c]pyridine dihydrochloride and 0.15 mL (1.1 mmol) TEA were placed in 1.5 mL DMF. 93 mg (0.29 mmol) TBTU were added and the reaction mixture was stirred for three days at RT. The substance was purified by HPLC-MS. The product-containing fractions were combined and freeze-dried. Starting materials: COC=1C=CC2=C(CCN(C(N2)=O)C2CCN(CC2)C2=NC(=NC=N2)C(=O)O)C1 (4-[4-(7-methoxy-2-oxo-1,2,4,5-tetrahydro-1,3-benzodiazepin-3-yl)-piperidin-1-yl]-[1,3,5]triazine-2-carboxylic acid), CN(C)C(=[N+](C)C)ON1C2=C(C=CC=C2)N=N1.[B-](F)(F)(F)F (TBTU), Cl.Cl.CC1(C2=C(CNC1)C=NN2)C (7,7-dimethyl-4,5,6,7-tetrahydro-1H-pyrazolo[4,3-c]pyridine dihydrochloride), TEA. Reaction conditions: time 3 day. Solvent: CN(C)C=O (DMF). Yields the product CC1(C2=C(CN(C1)C(=O)C1=NC(=NC=N1)N1CCC(CC1)N1C(NC3=C(CC1)C=C(C=C3)OC)=O)C=NN2)C (3-{1-[4-(7,7-dimethyl-1,4,6,7-tetrahydro-pyrazolo[4,3-c]pyridine-5-carbonyl)-[1,3,5]triazin-2-yl]-piperidin-4-yl}-7-methoxy-1,3,4,5-tetrahydro-1,3-benzodiazepin-2-one). The reactants are O=C([O-])[O-], C1CCOC1, CCOC(C)=O, O=C(Cl)OCc1ccccc1, Cl, NC1CCC(O)CC1, [Na+], [Na+], O. Yields the product O=C(NC1CCC(O)CC1)OCc1ccccc1. As a reaction SMILES: [C:10](=[O:11])([O-:12])[O-:13].[CH2:27]1[O:28][CH2:29][CH2:30][CH2:31]1.[CH3:33][CH2:34][O:35][C:36]([CH3:37])=[O:38].[Cl:16][C:17](=[O:18])[O:19][CH2:20][c:21]1[cH:22][cH:23][cH:24][cH:25][cH:26]1.[ClH:1].[NH2:2][CH:3]1[CH2:4][CH2:5][CH:6]([OH:9])[CH2:7][CH2:8]1.[Na+:14].[Na+:15].[OH2:32]>>[NH:2]([CH:3]1[CH2:4][CH2:5][CH:6]([OH:9])[CH2:7][CH2:8]1)[C:17](=[O:18])[O:19][CH2:20][c:21]1[cH:22][cH:23][cH:24][cH:25][cH:26]1. The reactants are NC1=[N+](C(=CC(=C1)N1CCCCC1)NC(=O)N1CCCCC1)[O-] (2-Amino-4-(1-piperidinyl)-6-[(1-piperidinylcarbonyl)amino]pyridine 1-oxide), O1N=NC(C1)=O (oxadiazolone), Cl (hydrochloric acid), [OH-].[Na+] (sodium hydroxide). Conditions: time 0.5 hour. Product: NC1=CC(=CC=2N1OC(N2)=O)N2CCCCC2 (5-amino-7-(1-piperidinyl)-2H-[1,2,4]oxadiazolo[2,3-a]pyridin-2-one). The yield is 73.0%. Reaction SMILES: [NH2:1][C:2]1[CH:7]=[C:6]([N:8]2[CH2:13][CH2:12][CH2:11][CH2:10][CH2:9]2)[CH:5]=[C:4]([NH:14][C:15](N2CCCCC2)=[O:16])[N+:3]=1[O-:23].Cl.[OH-].[Na+].O1CC(=O)N=N1>>[NH2:1][C:2]1[N:3]2[O:23][C:15](=[O:16])[N:14]=[C:4]2[CH:5]=[C:6]([N:8]2[CH2:13][CH2:12][CH2:11][CH2:10][CH2:9]2)[CH:7]=1 |f:2.3|. Reported procedure: 2-Amino-4-(1-piperidinyl)-6-[(1-piperidinylcarbonyl)amino]pyridine 1-oxide (5.37 g., 0.017 mole) is dissolved in 100 ml. of 3N hydrochloric acid. After stirring the acid mixture for 0.5 hr. at room temperature, the mixture is cooled and neutralized with 50% sodium hydroxide affording a solid. The solid is collected, washed with water and air dried to provide 3.7 g. of crude oxadiazolone product, m.p. 283° C. (dec.). Further purification is carried out by dissolving the crude product in 300 ml. o... The reactants are C1(=CC=CC=C1)C=1OC(=C(N1)C(=O)NC1=CC=C(C=C1)C1=CC=C(C=C1)C(=O)[C@H]1[C@@H](CCC1)C(=O)O)C(F)(F)F (racemic trans-2-{4′-[(2-phenyl-5-trifluoromethyl-oxazole-4-carbonyl)-amino]-biphenyl-4-carbonyl}-cyclopentanecarboxylic acid), C1(=CC=CC=C1)C=1OC(=C(N1)C(=O)NC1=CC=C(C=C1)C1=CC=C(C=C1)C(=O)C1C(CCCC1)C(=O)O)C(F)(F)F (racemic 2-{4′-[(2-phenyl-5-trifluoromethyl-oxazole-4-carbonyl)-amino]-biphenyl-4-carbonyl}-cyclohexanecarboxylic acid), C1(=CC=CC=C1)C=1OC(=C(N1)C(=O)O)C(F)(F)F (2-phenyl-5-trifluoromethyl-oxazole-4-carboxylic acid), NC1=CC=C(C=C1)C1=CC=C(C=C1)C(=O)[C@@H]1[C@@H](CCCC1)C(=O)O (racemic cis-2-(4′-amino-biphenyl-4-carbonyl)-cyclohexanecarboxylic acid). Yields the product C1(=CC=CC=C1)C=1OC(=C(N1)C(=O)NC1=CC=C(C=C1)C1=CC=C(C=C1)C(=O)[C@@H]1[C@@H](CCCC1)C(=O)O)C(F)(F)F ((1R,2S)-2-{4′-[(2-phenyl-5-trifluoromethyl-oxazole-4-carbonyl)-amino]-biphenyl-4-carbonyl}-cyclohexanecarboxylic acid). Reaction SMILES: C1(C2OC(C(F)(F)F)=C(C(NC3C=CC(C4C=CC(C([C@@H]5CCC[C@H]5C(O)=O)=O)=CC=4)=CC=3)=O)N=2)C=CC=CC=1.[C:41]1([C:47]2[O:48][C:49]([C:78]([F:81])([F:80])[F:79])=[C:50]([C:52]([NH:54][C:55]3[CH:60]=[CH:59][C:58]([C:61]4[CH:66]=[CH:65][C:64]([C:67]([CH:69]5[CH2:74][CH2:73][CH2:72][CH2:71][CH:70]5[C:75]([OH:77])=[O:76])=[O:68])=[CH:63][CH:62]=4)=[CH:57][CH:56]=3)=[O:53])[N:51]=2)[CH:46]=[CH:45][CH:44]=[CH:43][CH:42]=1.C1(C2OC(C(F)(F)F)=C(C(O)=O)N=2)C=CC=CC=1.NC1C=CC(C2C=CC(C([C@H]3CCCC[C@H]3C(O)=O)=O)=CC=2)=CC=1>>[C:41]1([C:47]2[O:48][C:49]([C:78]([F:80])([F:81])[F:79])=[C:50]([C:52]([NH:54][C:55]3[CH:56]=[CH:57][C:58]([C:61]4[CH:66]=[CH:65][C:64]([C:67]([C@H:69]5[CH2:74][CH2:73][CH2:72][CH2:71][C@H:70]5[C:75]([OH:77])=[O:76])=[O:68])=[CH:63][CH:62]=4)=[CH:59][CH:60]=3)=[O:53])[N:51]=2)[CH:46]=[CH:45][CH:44]=[CH:43][CH:42]=1. Procedure details: With a method similar to that used for the preparation of racemic trans-2-{4′-[(2-phenyl-5-trifluoromethyl-oxazole-4-carbonyl)-amino]-biphenyl-4-carbonyl}-cyclopentanecarboxylic acid above, racemic 2-{4′-[(2-phenyl-5-trifluoromethyl-oxazole-4-carbonyl)-amino]-biphenyl-4-carbonyl}-cyclohexanecarboxylic acid was prepared from 2-phenyl-5-trifluoromethyl-oxazole-4-carboxylic acid and racemic cis-2-(4′-amino-biphenyl-4-carbonyl)-cyclohexanecarboxylic acid. The racemic product was separated by chiral ... The product is CC1=C(N=C(O1)C1=CC=CC=C1)COC=1C=C2C=CC(=CC2=CC1)C=CC=C1C(NC(S1)=O)=O (5-[3-[6-(5-methyl-2-phenyl-4-oxazolylmethoxy)-2-naphthyl]propenylidene]-2,4-thiazolidinedione). Reported procedure: According to the same manner as that described in Example 1, (E)-3-[6-(5-methyl-2-phenyl-4-oxazolylmethoxy)-2-naphthyl]acrolein was condensed with 2,4-thiazolidinedione to give 5-[3-[6-(5-methyl-2-phenyl-4-oxazolylmethoxy)-2-naphthyl]propenylidene]-2,4-thiazolidinedione (yield: 73%). This product was recrystallized from chloroform-methanol. Yellow prisms, mp: 267-268° C. RXN SMILES: [CH3:1][C:2]1[O:6][C:5]([C:7]2[CH:12]=[CH:11][CH:10]=[CH:9][CH:8]=2)=[N:4][C:3]=1[CH2:13][O:14][C:15]1[CH:16]=[C:17]2[C:22](=[CH:23][CH:24]=1)[CH:21]=[C:20](/[CH:25]=[CH:26]/[CH:27]=O)[CH:19]=[CH:18]2.[S:29]1[CH2:33][C:32](=[O:34])[NH:31][C:30]1=[O:35]>>[CH3:1][C:2]1[O:6][C:5]([C:7]2[CH:8]=[CH:9][CH:10]=[CH:11][CH:12]=2)=[N:4][C:3]=1[CH2:13][O:14][C:15]1[CH:16]=[C:17]2[C:22](=[CH:23][CH:24]=1)[CH:21]=[C:20]([CH:25]=[CH:26][CH:27]=[C:33]1[S:29][C:30](=[O:35])[NH:31][C:32]1=[O:34])[CH:19]=[CH:18]2. Starting materials: CC1=C(N=C(O1)C1=CC=CC=C1)COC=1C=C2C=CC(=CC2=CC1)/C=C/C=O ((E)-3-[6-(5-methyl-2-phenyl-4-oxazolylmethoxy)-2-naphthyl]acrolein), S1C(NC(C1)=O)=O (2,4-thiazolidinedione). Isolated yield 73.0%. Starting materials: Cc1cc(Cl)nc2[nH]n(C(=O)NC3CCc4ccccc43)c(=O)c12, CI, C1CCC2=NCCCN2CC1, CN(C)C=O. Yields the product Cc1cc(Cl)nc2c1c(=O)n(C(=O)NC1CCc3ccccc31)n2C. As a reaction SMILES: [CH:1]1([NH:10][C:11](=[O:12])[n:13]2[nH:14][c:15]3[n:16][c:17]([Cl:24])[cH:18][c:19]([CH3:23])[c:20]3[c:21]2=[O:22])[CH2:2][CH2:3][c:4]2[cH:5][cH:6][cH:7][cH:8][c:9]21.[I:25][CH3:26].[N:27]1=[C:37]2[N:31]([CH2:30][CH2:29][CH2:28]1)[CH2:32][CH2:33][CH2:34][CH2:35][CH2:36]2.[O:38]=[CH:39][N:40]([CH3:41])[CH3:42]>>[CH:1]1([NH:10][C:11](=[O:12])[n:13]2[n:14]([CH3:28])[c:15]3[n:16][c:17]([Cl:24])[cH:18][c:19]([CH3:23])[c:20]3[c:21]2=[O:22])[CH2:2][CH2:3][c:4]2[cH:5][cH:6][cH:7][cH:8][c:9]21.